Dataset: the Open Reaction Database (ORD), a public repository of structured organic reaction records. Task: describe an organic reaction: reactants, conditions, products, and yield Starting materials: ClC1=C(C=CC=C1)C1=NCC=2N(C3=C1C=C(S3)I)C(=NN2)C (4-(2-chlorophenyl)-2-iodo-9-methyl-6H-thieno[3,2-f][1,2,4]triazolo[4,3-a][1,4]diazepine), C(C#C)C12C(NC=3C=CC=C(C13)CCC2)=O (rac-2a,3,4,5-tetrahydro-2a-(2-propynyl)benz[cd]indol-2(1H)-one), C(C)O (ethanol). The solvent is C(Cl)Cl (methylene chloride). Yields the product ClC1=C(C=CC=C1)C1=NCC=2N(C3=C1C=C(S3)C#CCC3CCC=1C=4C3C(NC4C=CC1)=O)C(=NN2)C (3-[4-(2-Chlorophenyl)-9-methyl-6H-thieno[3,2-f][1,2,4]triazolo[4,3-aj[1,4]diazepin-2-yl-2-propynyl}-2a,3,4,5tetrahydrobenz[cd]indol-2(1H)-one), rac-2a-{3-[4-(2-chlorophenyl)-9-methyl-6H-thieno[3,2-f][1,2,4]triazolo[4,3-a][1,4]diazepin 2-yl]-2 propynyl}-2a,3,4,5-tetrahydrobenz[cd]indol-2(1H). RXN SMILES: [Cl:1][C:2]1[CH:7]=[CH:6][CH:5]=[CH:4][C:3]=1[C:8]1[C:14]2[CH:15]=[C:16](I)[S:17][C:13]=2[N:12]2[C:19]([CH3:22])=[N:20][N:21]=[C:11]2[CH2:10][N:9]=1.[CH2:23]([C:26]12[CH2:37][CH2:36][CH2:35][C:33]3[C:34]1=[C:29]([CH:30]=[CH:31][CH:32]=3)[NH:28]C2=O)[C:24]#C.[CH2:39]([OH:41])[CH3:40]>C(Cl)Cl>[Cl:1][C:2]1[CH:7]=[CH:6][CH:5]=[CH:4][C:3]=1[C:8]1[C:14]2[CH:15]=[C:16]([C:24]#[C:23][CH2:26][CH:37]3[CH:40]4[C:39](=[O:41])[NH:28][C:29]5[CH:30]=[CH:31][CH:32]=[C:33]([C:34]=54)[CH2:35][CH2:36]3)[S:17][C:13]=2[N:12]2[C:19]([CH3:22])=[N:20][N:21]=[C:11]2[CH2:10][N:9]=1. Procedure: The title compound was prepared by coupling 4-(2-chlorophenyl)-2-iodo-9-methyl-6H-thieno[3,2-f][1,2,4]triazolo[4,3-a][1,4]diazepine with rac-2a,3,4,5-tetrahydro-2a-(2-propynyl)benz[cd]indol-2(1H)-one under the conditions described in Example 17. The product was isolated by chromatography over the 50-fold amount of silica gel using 5% (v/v) of ethanol in methylene chloride for elution. The combined clean fractions were evaporated and the residue was crystallized from ethyl acetate/ether to give c... Starting materials: C(C1=CC=CC=C1)O[C@@H]1[C@@]2(CO[C@]([C@@H]([C@H]1OCC1=CC=CC=C1)OCC1=CC=CC=C1)(O2)C2=CC(=C(C=C2)Cl)CC2=C(C(=C(C=C2)OC)F)F)C(C)(C)O (2-[(1S,2S,3S,4R,5S)-2,3,4-tribenzyloxy-5-[4-chloro-3-[(2,3-difluoro-4-methoxy-phenyl)methyl]phenyl]-6,8-dioxabicyclo[3.2.1]octan-1-yl]propan-2-ol), ClC1=C(C=CC=C1)Cl (o-dichlorobenzene). The reagents and catalysts are [Pd] (Pd/C). Run in CO.O1CCCC1 (methanol tetrahydrofuran). Reaction conditions: time 4 hour. Yields the product ClC1=C(C=C(C=C1)[C@]12[C@@H]([C@H]([C@@H]([C@](CO1)(O2)C(C)(C)O)O)O)O)CC2=C(C(=C(C=C2)OC)F)F ((1S,2S,3S,4R,5S)-5-[4-chloro-3-[(2,3-difluoro-4-methoxy-phenyl)methyl]phenyl]-1-(1-hydroxy-1-methyl-ethyl)-6,8-dioxabicyclo[3.2.1]octane-2,3,4-triol). Yield: 82.0%. As a reaction SMILES: C([O:8][C@H:9]1[C@H:15]([O:16]CC2C=CC=CC=2)[C@@H:14]([O:24]CC2C=CC=CC=2)[C@:13]2([C:33]3[CH:38]=[CH:37][C:36]([Cl:39])=[C:35]([CH2:40][C:41]4[CH:46]=[CH:45][C:44]([O:47][CH3:48])=[C:43]([F:49])[C:42]=4[F:50])[CH:34]=3)[O:32][C@@:10]1([C:51]([OH:54])([CH3:53])[CH3:52])[CH2:11][O:12]2)C1C=CC=CC=1.ClC1C=CC=CC=1Cl>[Pd].CO.O1CCCC1>[Cl:39][C:36]1[CH:37]=[CH:38][C:33]([C@@:13]23[O:32][C@@:10]([C:51]([OH:54])([CH3:53])[CH3:52])([CH2:11][O:12]2)[C@@H:9]([OH:8])[C@H:15]([OH:16])[C@H:14]3[OH:24])=[CH:34][C:35]=1[CH2:40][C:41]1[CH:46]=[CH:45][C:44]([O:47][CH3:48])=[C:43]([F:49])[C:42]=1[F:50] |f:3.4|. Reported procedure: To a solution of 2-[(1S,2S,3S,4R,5S)-2,3,4-tribenzyloxy-5-[4-chloro-3-[(2,3-difluoro-4-methoxy-phenyl)methyl]phenyl]-6,8-dioxabicyclo[3.2.1]octan-1-yl]propan-2-ol 22c (86 mg, 0.11 mmol) in a methanol/tetrahydrofuran mixture (v/v=4/1, 10 mL) were added o-dichlorobenzene (0.064 mL, 0.57 mmol) and 10% Pd/C (13 mg, 0.01 mmol) at room temperature. The mixture was stirred at room temperature under H2 for 4 hours and filtered. The filtrate was concentrated in vacuo and the residue was purified by silic... Procedure details: A solution of 1,1′-carbonyldiimidazole (80.1 mg, 0.494 mmol), 2-amino-1-methylbenzimidazole (70.8 mg, 0.481 mmol), and DIPEA (0.17 mL, 0.97 mmol) in DMF (5 mL) was stirred at room temperature for 2.5 h. To this solution was added DIPEA (0.17 mL, 0.97 mmol) and COMPOUND 249 (149 mg, 0.479 mmol), and the resultant solution was stirred at 60° C. overnight. The solution was concentrated to dryness, treated with saturated aqueous NaHCO3 (30 mL), and extracted with CH2Cl2 (3×15 mL). The combined organ... Yields the product CN1C(=NC2=C1C=CC=C2)NC(=O)N2CCC(CC2)N(CC2=NC=CC=C2C)CC2=NC=CC=C2C (4-[Bis-(3-methyl-pyridin-2-ylmethyl)-amino]-piperidine-1-carboxylic acid (1-methyl-1H-benzoimidazol-2-yl)-amide). The reactants are resultant solution, CCN(C(C)C)C(C)C (DIPEA), CC=1C(=NC=CC1)CN(C1CCNCC1)CC1=NC=CC=C1C (Bis-(3-methyl-pyridin-2-ylmethyl)-piperidin-4-yl-amine), C(=O)(N1C=NC=C1)N1C=NC=C1 (1,1′-carbonyldiimidazole), NC1=NC2=C(N1C)C=CC=C2 (2-amino-1-methylbenzimidazole), CCN(C(C)C)C(C)C (DIPEA). The solvent is CN(C)C=O (DMF). As a reaction SMILES: [C:1](N1C=CN=C1)(N1C=CN=C1)=[O:2].[NH2:13][C:14]1[N:18]([CH3:19])[C:17]2[CH:20]=[CH:21][CH:22]=[CH:23][C:16]=2[N:15]=1.CCN(C(C)C)C(C)C.[CH3:33][C:34]1[C:35]([CH2:40][N:41]([CH2:48][C:49]2[C:54]([CH3:55])=[CH:53][CH:52]=[CH:51][N:50]=2)[CH:42]2[CH2:47][CH2:46][NH:45][CH2:44][CH2:43]2)=[N:36][CH:37]=[CH:38][CH:39]=1>CN(C=O)C>[CH3:19][N:18]1[C:17]2[CH:20]=[CH:21][CH:22]=[CH:23][C:16]=2[N:15]=[C:14]1[NH:13][C:1]([N:45]1[CH2:46][CH2:47][CH:42]([N:41]([CH2:48][C:49]2[C:54]([CH3:55])=[CH:53][CH:52]=[CH:51][N:50]=2)[CH2:40][C:35]2[C:34]([CH3:33])=[CH:39][CH:38]=[CH:37][N:36]=2)[CH2:43][CH2:44]1)=[O:2]. Yield: 26.8%. Product: C(C)(=O)C1=C(C=C(C(=O)OC)C=C1)OC (methyl 4-acetyl-3-methoxybenzoate). Reaction SMILES: Br[C:2]1[CH:11]=[CH:10][C:5]([C:6]([O:8][CH3:9])=[O:7])=[CH:4][C:3]=1[O:12][CH3:13].C(=O)([O-])[O-].[Na+].[Na+].[CH:20]([O:22]CCCC)=[CH2:21]>CO.C([O-])(=O)C.[Pd+2].C([O-])(=O)C.C1(P(C2C=CC=CC=2)CCCP(C2C=CC=CC=2)C2C=CC=CC=2)C=CC=CC=1>[C:20]([C:2]1[CH:11]=[CH:10][C:5]([C:6]([O:8][CH3:9])=[O:7])=[CH:4][C:3]=1[O:12][CH3:13])(=[O:22])[CH3:21] |f:1.2.3,6.7.8|. Reactants: BrC1=C(C=C(C(=O)OC)C=C1)OC (Methyl 4-bromo-3-methoxybenzoate), C([O-])([O-])=O.[Na+].[Na+] (sodium carbonate), C(=C)OCCCC (n-butyl vinyl ether). Reported procedure: Methyl 4-bromo-3-methoxybenzoate (0.53 g, 2.2 mmol), 1,3-bis(diphenylphosphino)propane (0.050 g, 0.12 mmol), sodium carbonate (0.510 g, 4.81 mmol) and palladium (II) acetate (0.024 g, 0.11 mmol) were combined in a 5 mL microwave vial. The vial was sealed and purged with argon. Methanol (2.50 mL, 61.7 mmol) and n-butyl vinyl ether (1.12 mL, 8.74 mmol) were added by syringe, and the mixture was sonicated under argon flow for several minutes, then heated to 90° C. over night. Upon cooling to room t... Reagents/catalysts: C(C)(=O)[O-].[Pd+2].C(C)(=O)[O-] (palladium (II) acetate), C1(=CC=CC=C1)P(CCCP(C1=CC=CC=C1)C1=CC=CC=C1)C1=CC=CC=C1 (1,3-bis(diphenylphosphino)propane). Run at temperature 90 celsius, time 0.5 hour. Solvent: CO (methanol), CO (Methanol). Yield: 86.5%.